Dataset: the Open Reaction Database (ORD), a public repository of structured organic reaction records. Task: describe an organic reaction: reactants, conditions, products, and yield Product: CC(COc1ccccc1F)CN1CCC(c2cccc(NC(=O)C(C)C)c2)CC1. The reactants are CC(C)C(=O)Nc1cccc(C2CCNCC2)c1, CC(CCl)COc1ccccc1F. Reaction SMILES: [CH3:14][CH:15]([C:16](=[O:17])[NH:18][c:19]1[cH:20][c:21]([CH:25]2[CH2:26][CH2:27][NH:28][CH2:29][CH2:30]2)[cH:22][cH:23][cH:24]1)[CH3:31].[Cl:1][CH2:2][CH:3]([CH2:4][O:5][c:6]1[c:7]([F:12])[cH:8][cH:9][cH:10][cH:11]1)[CH3:13]>>[CH2:2]([CH:3]([CH2:4][O:5][c:6]1[c:7]([F:12])[cH:8][cH:9][cH:10][cH:11]1)[CH3:13])[N:28]1[CH2:27][CH2:26][CH:25]([c:21]2[cH:20][c:19]([NH:18][C:16]([CH:15]([CH3:14])[CH3:31])=[O:17])[cH:24][cH:23][cH:22]2)[CH2:30][CH2:29]1.